This data is from the Open Reaction Database (ORD), a public repository of structured organic reaction records. The task is: describe an organic reaction: reactants, conditions, products, and yield The reactants are [Si](C)(C)(C(C)(C)C)OCCC(O)[C@H]1N(CSC1)C(=O)[C@H]1N(CCC1)C(=O)OCC1=CC=CC=C1 ((R)-4-[3-(tert-Butyldimethylsilyloxy)-1-hydroxypropyl]-3[[(S)-1-(phenylmethyloxycarbonyl)-2-pyrrolidinyl]carbonyl]thiazolidine), C[C@]12CC[C@H]3C(=CC(=O)[C@H]4[C@@]3(C[C@@H]([C@@H](C4)O)O)C)[C@@]1(CC[C@@H]2[C@](C)([C@@H](CCC(C)(C)O)O)O)O (20-e). Product: [Si](C)(C)(C(C)(C)C)OCCC(=O)[C@H]1N(CSC1)C(=O)[C@H]1N(CCC1)C(=O)OCC1=CC=CC=C1 ((R)-4-[3-(tert-Butyldimethylsilyloxy)-1-oxopropyl]-3-[[(S)-1-(phenylmethyloxycarbonyl)-2-pyrrolidinyl]carbonyl]thiazolidine). Isolated yield 48.9%. Reaction SMILES: [Si:1]([O:8][CH2:9][CH2:10][CH:11]([C@@H:13]1[CH2:17][S:16][CH2:15][N:14]1[C:18]([C@@H:20]1[CH2:24][CH2:23][CH2:22][N:21]1[C:25]([O:27][CH2:28][C:29]1[CH:34]=[CH:33][CH:32]=[CH:31][CH:30]=1)=[O:26])=[O:19])[OH:12])([C:4]([CH3:7])([CH3:6])[CH3:5])([CH3:3])[CH3:2].C[C@@]12[C@@H]([C@@](O)([C@H](O)CCC(O)(C)C)C)CC[C@@]1(O)C1=CC([C@@H]3C[C@@H](O)[C@@H](O)C[C@]3(C)[C@H]1CC2)=O>>[Si:1]([O:8][CH2:9][CH2:10][C:11]([C@@H:13]1[CH2:17][S:16][CH2:15][N:14]1[C:18]([C@@H:20]1[CH2:24][CH2:23][CH2:22][N:21]1[C:25]([O:27][CH2:28][C:29]1[CH:30]=[CH:31][CH:32]=[CH:33][CH:34]=1)=[O:26])=[O:19])=[O:12])([C:4]([CH3:7])([CH3:5])[CH3:6])([CH3:3])[CH3:2]. Procedure details: (R)-4-[3-(tert-Butyldimethylsilyloxy)-1-hydroxypropyl]-3[[(S)-1-(phenylmethyloxycarbonyl)-2-pyrrolidinyl]carbonyl]thiazolidine (1.44 g) was subjected to the same reaction as in Example 20-e) to give the title compound (701 mg). Reactants: C1(=CC=CC=C1)C1=NNC(=C1)O (3-phenyl-1H-pyrazol-5-ol), BrCCCCl (1-bromo-3-chloropropane), C([O-])([O-])=O.[K+].[K+] (potassium carbonate). The solvent is C(C)#N (acetonitrile). Yields the product C1(=CC=CC=C1)C1=NN2C(OCCC2)=C1 (2-phenyl-6,7-dihydro-5H-pyrazolo[5,1-b][1,3]oxazine). RXN SMILES: [C:1]1([C:7]2[CH:11]=[C:10]([OH:12])[NH:9][N:8]=2)[CH:6]=[CH:5][CH:4]=[CH:3][CH:2]=1.Br[CH2:14][CH2:15][CH2:16]Cl.C(=O)([O-])[O-].[K+].[K+]>C(#N)C>[C:1]1([C:7]2[CH:11]=[C:10]3[O:12][CH2:14][CH2:15][CH2:16][N:9]3[N:8]=2)[CH:2]=[CH:3][CH:4]=[CH:5][CH:6]=1 |f:2.3.4|. Reported procedure: A mixture of 3-phenyl-1H-pyrazol-5-ol (8.80 g, 0.055 mol), 1-bromo-3-chloropropane (9.5 g, 1.1 eq, 0.06 mol) and potassium carbonate (30.3 g, 4 eq, 0.22 mol) in acetonitrile (120 mL) is heated for 5.5 h under reflux. Thereafter the volatiles are evaporated and the residue is treated with 50 mL ethyl acetate. The residual solid is washed 2× with ethyl acetate and the combined organic phases are evaporated. The obtained crude product is triturated with methyl tert butylether and 6.4 g (53%) of 2-p... The reactants are [Cl-].C1(=CC=CC=C1)C[N+]1=CC=C(C=C1)C(C)C (N-(Phenylmethyl)-4-isopropylpyridinium chloride), [I-].[Na+] (sodium iodide), C(C)(C)C1=CC=NC=C1 (4-isopropylpyridine), C(C1=CC=CC=C1)Cl (benzyl chloride). Solvent: CC(=O)C (acetone), C(C)(C)O (isopropanol). Product: [I-].C1(=CC=CC=C1)C[N+]1=CC=C(C=C1)C(C)C (N-(phenylmethyl)-4-isopropylpyridinium iodide). Isolated yield 87.0%. As a reaction SMILES: [Cl-].[C:2]1([CH2:8][N+:9]2[CH:14]=[CH:13][C:12]([CH:15]([CH3:17])[CH3:16])=[CH:11][CH:10]=2)[CH:7]=[CH:6][CH:5]=[CH:4][CH:3]=1.C(C1C=CN=CC=1)(C)C.C(Cl)C1C=CC=CC=1.[I-:35].[Na+]>CC(C)=O.C(O)(C)C>[I-:35].[C:2]1([CH2:8][N+:9]2[CH:10]=[CH:11][C:12]([CH:15]([CH3:17])[CH3:16])=[CH:13][CH:14]=2)[CH:3]=[CH:4][CH:5]=[CH:6][CH:7]=1 |f:0.1,4.5,8.9|. Reported procedure: N-(Phenylmethyl)-4-isopropylpyridinium chloride from 4-isopropylpyridine (129 mL, 1.0 mol), isopropanol (500 mL) and benzyl chloride (121 mL, 1.05 mol). The product was then dissolved in acetone (250 mL) and treated with sodium iodide. A precipitate formed which was collected by filtration to afford 214.6 g (87%) of N-(phenylmethyl)-4-isopropylpyridinium iodide as white crystals. Reactants: NC(CCCOC=1C=C2C(=NN(C2=CC1)C)C1=CN=C2C(=N1)C(=CN2C(C2=CC=CC=C2)(C2=CC=CC=C2)C2=CC=CC=C2)C(=O)NC(C)(C)C)(C)C (2-(5-(4-amino-4-methylpentyloxy)-1-methyl-1H-indazol-3-yl)-N-tert-butyl-5-trityl-5H-pyrrolo[3,2-b]pyrazine-7-carboxamide), FC(C(=O)O)(F)F (trifluoroacetic acid). Solvent: ClCCl (dichloromethane). Conditions: temperature 25 celsius, time 8 hour. The product is FC(C(=O)O)(F)F.NC(CCCOC=1C=C2C(=NN(C2=CC1)C)C1=CN=C2C(=N1)C(=CN2)C(=O)NC(C)(C)C)(C)C (2-(5-(4-amino-4-methylpentyloxy)-1-methyl-1H-indazol-3-yl)-N-tert-butyl-5H-pyrrolo[3,2-b]pyrazine-7-carboxamide 2,2,2-trifluoroacetate). Yield: 13.0%. As a reaction SMILES: [NH2:1][C:2]([CH3:53])([CH3:52])[CH2:3][CH2:4][CH2:5][O:6][C:7]1[CH:8]=[C:9]2[C:13](=[CH:14][CH:15]=1)[N:12]([CH3:16])[N:11]=[C:10]2[C:17]1[N:22]=[C:21]2[C:23]([C:45]([NH:47][C:48]([CH3:51])([CH3:50])[CH3:49])=[O:46])=[CH:24][N:25](C(C3C=CC=CC=3)(C3C=CC=CC=3)C3C=CC=CC=3)[C:20]2=[N:19][CH:18]=1.[F:54][C:55]([F:60])([F:59])[C:56]([OH:58])=[O:57]>ClCCl>[F:54][C:55]([F:60])([F:59])[C:56]([OH:58])=[O:57].[NH2:1][C:2]([CH3:53])([CH3:52])[CH2:3][CH2:4][CH2:5][O:6][C:7]1[CH:8]=[C:9]2[C:13](=[CH:14][CH:15]=1)[N:12]([CH3:16])[N:11]=[C:10]2[C:17]1[N:22]=[C:21]2[C:23]([C:45]([NH:47][C:48]([CH3:51])([CH3:50])[CH3:49])=[O:46])=[CH:24][NH:25][C:20]2=[N:19][CH:18]=1 |f:3.4|. Procedure: To a solution of 2-(5-(4-amino-4-methylpentyloxy)-1-methyl-1H-indazol-3-yl)-N-tert-butyl-5-trityl-5H-pyrrolo[3,2-b]pyrazine-7-carboxamide (88 mg, 0.12 mmol) in 3 mL of dichloromethane was added trifluoroacetic acid (3 mL). The reaction mixture was stirred overnight at 25° C. After solvent evaporation, the residue was purified by preparative-HPLC (Gemini 5u C18 150×21.2 mm; inject volume: 3 mL/inj, flow rate: 20 mL/min; wavelength: 214 nm and 254 nm; the gradient conditions are: 40% acetonitrile/... Starting materials: NC[C@@H]1[C@H]2C[C@H]2CN1C(=O)C=1N=C(SC1C=1C=C(C=CC1)C)C (((1S,2S,5R)-2-Aminomethyl-3-aza-bicyclo[3.1.0]hex-3-yl)-(2-methyl-5-m-tolyl-thiazol-4-yl)-methanone), CN1CCOC=2C1=C(C=CC2)C(=O)O (4-Methyl-3,4-dihydro-2H-benzo[1,4]oxazine-5-carboxylic acid). The product is CC=1SC(=C(N1)C(=O)N1[C@@H]([C@H]2C[C@H]2C1)CNC(=O)C=1C=CC=C2C1N(CCO2)C)C=2C=C(C=CC2)C (4-Methyl-3,4-dihydro-2H-benzo[1,4]oxazine-5-carboxylic Acid[(1S,2S,5R)-3-(2-methyl-5-m-tolyl-thiazole-4-carbonyl)-3-aza-bicyclo[3.1.0]hex-2-ylmethyl]-amide). Reaction SMILES: [NH2:1][CH2:2][C@H:3]1[N:8]([C:9]([C:11]2[N:12]=[C:13]([CH3:23])[S:14][C:15]=2[C:16]2[CH:17]=[C:18]([CH3:22])[CH:19]=[CH:20][CH:21]=2)=[O:10])[CH2:7][C@H:6]2[C@@H:4]1[CH2:5]2.[CH3:24][N:25]1[C:30]2=[C:31]([C:35](O)=[O:36])[CH:32]=[CH:33][CH:34]=[C:29]2[O:28][CH2:27][CH2:26]1>>[CH3:23][C:13]1[S:14][C:15]([C:16]2[CH:17]=[C:18]([CH3:22])[CH:19]=[CH:20][CH:21]=2)=[C:11]([C:9]([N:8]2[CH2:7][C@H:6]3[C@H:4]([CH2:5]3)[C@H:3]2[CH2:2][NH:1][C:35]([C:31]2[CH:32]=[CH:33][CH:34]=[C:29]3[O:28][CH2:27][CH2:26][N:25]([CH3:24])[C:30]=23)=[O:36])=[O:10])[N:12]=1. Procedure: prepared by reaction of ((1S,2S,5R)-2-Aminomethyl-3-aza-bicyclo[3.1.0]hex-3-yl)-(2-methyl-5-m-tolyl-thiazol-4-yl)-methanone with 4-Methyl-3,4-dihydro-2H-benzo[1,4]oxazine-5-carboxylic acid. LC-MS (basic): tR=0.89 min; [M+H]+=503.1. The reactants are C1(=CC=C(C=C1)S(=O)(=O)NC1CC2=CC=C(C=C2C1)C(CCC(=O)OC)=O)C (methyl 4-(2-p-toluenesulphonamido-indan-5-yl)-4-oxobutyrate), [OH-].[Na+] (sodium hydroxide). The product is C1(=CC=C(C=C1)S(=O)(=O)NC1CC2=CC=C(C=C2C1)C(CCC(=O)O)=O)C (4-(2-p-Toluenesulphonamido-indan-5-yl)-4-oxobutyric acid). As a reaction SMILES: [C:1]1([CH3:28])[CH:6]=[CH:5][C:4]([S:7]([NH:10][CH:11]2[CH2:19][C:18]3[C:13](=[CH:14][CH:15]=[C:16]([C:20](=[O:27])[CH2:21][CH2:22][C:23]([O:25]C)=[O:24])[CH:17]=3)[CH2:12]2)(=[O:9])=[O:8])=[CH:3][CH:2]=1.[OH-].[Na+]>>[C:1]1([CH3:28])[CH:2]=[CH:3][C:4]([S:7]([NH:10][CH:11]2[CH2:19][C:18]3[C:13](=[CH:14][CH:15]=[C:16]([C:20](=[O:27])[CH2:21][CH2:22][C:23]([OH:25])=[O:24])[CH:17]=3)[CH2:12]2)(=[O:9])=[O:8])=[CH:5][CH:6]=1 |f:1.2|. Reported procedure: Preparated analogously to Example 2 from methyl 4-(2-p-toluenesulphonamido-indan-5-yl)-4-oxobutyrate by hydrolysis with sodium hydroxide. The reactants are OC=1C=C(C=CC1)NC1=NC=C(C(=N1)NC1=CC(=CC=C1)O)F (N2,N4-bis(3-hydroxyphenyl)-5-fluoro-2,4-pyrimidinediamine), ClC1=NC=C(C(=N1)Cl)C(F)(F)F (2,4-dichloro-5-trifluoromethylpyrimidine), NC1=CC=C(C=C1)CC(=O)OCC (ethyl 4-aminophenylacetate). The product is C(C)OC(=O)CC1=CC=C(C=C1)NC1=NC=C(C(=N1)NC1=CC=C(C=C1)CC(=O)OCC)C(F)(F)F (N2,N4-bis[4-(ethoxycarbonylmethyl)phenyl]-5-trifluoromethyl-2,4-pyrimidinediamine). As a reaction SMILES: O[C:2]1[CH:3]=[C:4]([NH:8][C:9]2[N:14]=[C:13]([NH:15][C:16]3[CH:21]=[CH:20][CH:19]=[C:18](O)[CH:17]=3)[C:12](F)=[CH:11][N:10]=2)[CH:5]=[CH:6][CH:7]=1.ClC1N=C(Cl)C([C:32]([F:35])([F:34])[F:33])=CN=1.NC1C=CC([CH2:43][C:44]([O:46][CH2:47][CH3:48])=[O:45])=CC=1>>[CH2:47]([O:46][C:44]([CH2:43][C:7]1[CH:6]=[CH:5][C:4]([NH:8][C:9]2[N:14]=[C:13]([NH:15][C:16]3[CH:21]=[CH:20][C:19]([CH2:43][C:44]([O:46][CH2:47][CH3:48])=[O:45])=[CH:18][CH:17]=3)[C:12]([C:32]([F:33])([F:34])[F:35])=[CH:11][N:10]=2)=[CH:3][CH:2]=1)=[O:45])[CH3:48]. Reported procedure: In a manner similar to the preparation of N2,N4-bis(3-hydroxyphenyl)-5-fluoro-2,4-pyrimidinediamine, 2,4-dichloro-5-trifluoromethylpyrimidine and ethyl 4-aminophenylacetate were reacted to yield N2,N4-bis[4-(ethoxycarbonylmethyl)phenyl]-5-trifluoromethyl-2,4-pyrimidinediamine. 1H NMR.(CDCl3): δ 8.31 (s, 1H), 7.46 (d, 2H, J=9.0 Hz), 7.45 (d, 2H, J=8.7 Hz), 7.30 (d, 2H, J=9.0 Hz), 7.18 (d, 2H, J=8.7 Hz), 7.16 (bs, 1H), 6.82 (bs, 1H), 4.16 (2q, 4H, J=7.8 Hz), 3.64 (s, 2H), 3.57 (s, 2H), 1.27 (t, 3H...